This data is from the Open Reaction Database (ORD), a public repository of structured organic reaction records. The task is: describe an organic reaction: reactants, conditions, products, and yield Reaction SMILES: CCC1C2N=C(C=C3C(C=C)=C(C)C(=CC4[C@@H:32]([CH3:33])[C@H:31]([CH2:34][CH2:35][C:36]([OH:38])=O)C(=C(CC(O)=O)C5NC(C=2)=C(C)C=5C(O)=O)N=4)N3)C=1C.Br.C(O)(=O)C.[CH2:50](O)[CH2:51][CH2:52][CH2:53][CH2:54][CH3:55].CCC1C(C)=C2NC=1C=C1N=C3C(C(C(C(OC)=O)C3=C3N=C(C=C4NC(=C2)C(C=C)=C4C)C(C)C3CCC(OC)=O)=O)=C1C>>[CH2:50]([O:38][CH2:36][CH2:35][CH2:34][CH2:31][CH2:32][CH3:33])[CH2:51][CH2:52][CH2:53][CH2:54][CH3:55] |f:1.2|. Starting materials: CCC1=C(C=2C=C3NC(=CC4=NC(=C(C5=C(C(=C(N5)C=C1N2)C)C(=O)O)CC(=O)O)[C@H]([C@@H]4C)CCC(=O)O)C(=C3C=C)C)C (Chlorin-e6), Br.C(C)(=O)O (HBr acetic acid), C(CCCCC)O (n-hexyl alcohol), CCC1=C2C=C3C(=C4C(=O)C(C(=C5C(C(C(=N5)C=C6C(=C(C(=CC(=C1C)N2)N6)C=C)C)C)CCC(=O)OC)C4=N3)C(=O)OC)C (methyl pheophorbide). Yield: 68.0%. Procedure: The chlorin-e6 tetramethyl ester prepared in Example 2 (50 mg) was reacted with HBr/acetic acid and n-hexyl alcohol as described in Example 1 for methyl pheophorbide. The desired product was isolated in 68% yield, and the purity confirmed by TLC and HPLC. The structure was confirmed by NMR and mass spectroscopy; the spectra also showed evidence for aggregation of two chlorin units. The product is C(CCCCC)OCCCCCC (Hexyl Ether). Starting materials: C(#N)CC(=O)NC1=C(C=CC=C1)C(C)C (2-cyano-2'-isopropylacetanilide), COC(C)(N(C)C)OC (N,N-dimethylacetamide dimethylacetal). Reported procedure: As for Example 1, 2-cyano-2'-isopropylacetanilide, off-white crystals, m.p. 74°-78° C. (prepared by the procedure described in U.S. Pat. No. 3,116,312), is heated with N,N-dimethylacetamide dimethylacetal to yield 2-cyano-3-dimethylamino-2'-isopropylcrotonanilide as colorless prisms, m.p. 119°-121° C. The product is C(#N)/C(/C(=O)NC1=C(C=CC=C1)C(C)C)=C(\C)/N(C)C (2-cyano-3-dimethylamino-2'-isopropylcrotonanilide). RXN SMILES: [C:1]([CH2:3][C:4]([NH:6][C:7]1[CH:12]=[CH:11][CH:10]=[CH:9][C:8]=1[CH:13]([CH3:15])[CH3:14])=[O:5])#[N:2].CO[C:18](OC)([N:20]([CH3:22])[CH3:21])[CH3:19]>>[C:1](/[C:3](=[C:18](/[N:20]([CH3:22])[CH3:21])\[CH3:19])/[C:4]([NH:6][C:7]1[CH:12]=[CH:11][CH:10]=[CH:9][C:8]=1[CH:13]([CH3:15])[CH3:14])=[O:5])#[N:2]. Reactants: ClC=1C=C(C(=O)Cl)C=CC1 (3-chlorobenzoyl chloride), C(NN)(=O)OC(C)(C)C (tert-butyl carbazate). Yields the product ClC=1C=C(C(=O)NNC(=O)OC(C)(C)C)C=CC1 (Tert-Butyl 2-(3-chlorobenzoyl)hydrazinecarboxylate). As a reaction SMILES: [Cl:1][C:2]1[CH:3]=[C:4]([CH:8]=[CH:9][CH:10]=1)[C:5](Cl)=[O:6].[C:11]([O:15][C:16]([CH3:19])([CH3:18])[CH3:17])(=[O:14])[NH:12][NH2:13]>>[Cl:1][C:2]1[CH:3]=[C:4]([CH:8]=[CH:9][CH:10]=1)[C:5]([NH:13][NH:12][C:11]([O:15][C:16]([CH3:19])([CH3:18])[CH3:17])=[O:14])=[O:6]. Procedure: The title compound (4.41 g, colorless powder) was synthesized from 3-chlorobenzoyl chloride (2 mL) and tert-butyl carbazate (2.49 g), as in Reference Example P-Q1b. The reactants are [Br-], C[P+](c1ccccc1)(c1ccccc1)c1ccccc1, O=Cc1c(F)cccc1Cl, C1CCOC1. Yields the product C=Cc1c(F)cccc1Cl. As a reaction SMILES: [Br-:16].[CH3:17][P+:18]([c:19]1[cH:20][cH:21][cH:22][cH:23][cH:24]1)([c:25]1[cH:26][cH:27][cH:28][cH:29][cH:30]1)[c:31]1[cH:32][cH:33][cH:34][cH:35][cH:36]1.[Cl:1][c:2]1[c:3]([CH:4]=[O:5])[c:6]([F:10])[cH:7][cH:8][cH:9]1.[O:11]1[CH2:12][CH2:15][CH2:14][CH2:13]1>>[Cl:1][c:2]1[c:3]([CH:4]=[CH2:12])[c:6]([F:10])[cH:7][cH:8][cH:9]1. The reactants are COC(=O)N1Cc2cccc(C)c2CC1CC(C)C, Cl, [Na+], [OH-], O. Yields the product Cc1cccc2c1CC(CC(C)C)NC2. RXN SMILES: [CH2:1]([CH:2]([CH3:3])[CH3:4])[CH:5]1[N:6]([C:16]([O:17][CH3:18])=[O:19])[CH2:7][c:8]2[cH:9][cH:10][cH:11][c:12]([CH3:15])[c:13]2[CH2:14]1.[ClH:23].[Na+:22].[OH-:21].[OH2:20]>>[CH2:1]([CH:2]([CH3:3])[CH3:4])[CH:5]1[NH:6][CH2:7][c:8]2[cH:9][cH:10][cH:11][c:12]([CH3:15])[c:13]2[CH2:14]1. Starting materials: C(#N)C=1SC(=CC1)CCC(=O)O (3-(2-cyanothiophen-5-yl)-propionic acid), N1=C(C=CC=C1)N(C(C1=CC(=C(C=C1)NC)N)=O)CCC(=O)OCC (3-amino-4-methylamino-benzoic acid-N-(2-pyridyl)-N-(2-ethoxycarbonylethyl)amide). Run in ClCCl.CO (dichloromethane methanol). The product is N1=C(C=CC=C1)N(C(=O)C1=CC2=C(N(C(=N2)CCC2=CC=C(S2)C#N)C)C=C1)CCC(=O)OCC (1-Methyl-2-[2-(2-cyanothiophen-5-yl)-ethyl]-benzimidazol-5-yl-carboxylic acid-N-(2-pyridyl)-N-(2-ethoxycarbonylethyl)-amide). Isolated yield 18.0%. As a reaction SMILES: [C:1]([C:3]1[S:4][C:5]([CH2:8][CH2:9][C:10](O)=O)=[CH:6][CH:7]=1)#[N:2].[N:13]1[CH:18]=[CH:17][CH:16]=[CH:15][C:14]=1[N:19]([CH2:31][CH2:32][C:33]([O:35][CH2:36][CH3:37])=[O:34])[C:20](=[O:30])[C:21]1[CH:26]=[CH:25][C:24]([NH:27][CH3:28])=[C:23]([NH2:29])[CH:22]=1>ClCCl.CO>[N:13]1[CH:18]=[CH:17][CH:16]=[CH:15][C:14]=1[N:19]([CH2:31][CH2:32][C:33]([O:35][CH2:36][CH3:37])=[O:34])[C:20]([C:21]1[CH:26]=[CH:25][C:24]2[N:27]([CH3:28])[C:10]([CH2:9][CH2:8][C:5]3[S:4][C:3]([C:1]#[N:2])=[CH:7][CH:6]=3)=[N:29][C:23]=2[CH:22]=1)=[O:30] |f:2.3|. Procedure: Prepared analogously to Example 25c from 3-(2-cyanothiophen-5-yl)-propionic acid and 3-amino-4-methylamino-benzoic acid-N-(2-pyridyl)-N-(2-ethoxycarbonylethyl)amide. Yield: 18% of theory, Rf value: 0.66 (silica gel; dichloromethane/methanol=9:1)